Task: describe an organic reaction: reactants, conditions, products, and yield. Dataset: the Open Reaction Database (ORD), a public repository of structured organic reaction records Reactants: ClCCl, CCC(O)c1ccn(S(=O)(=O)c2ccc(C)cc2)n1. The product is CCC(=O)c1ccn(S(=O)(=O)c2ccc(C)cc2)n1. Reaction SMILES: [Cl:20][CH2:21][Cl:22].[c:1]1([CH3:19])[cH:2][cH:3][c:4]([S:7](=[O:8])(=[O:9])[n:10]2[n:11][c:12]([CH:15]([CH2:16][CH3:17])[OH:18])[cH:13][cH:14]2)[cH:5][cH:6]1>>[c:1]1([CH3:19])[cH:2][cH:3][c:4]([S:7](=[O:8])(=[O:9])[n:10]2[n:11][c:12]([C:15]([CH2:16][CH3:17])=[O:18])[cH:13][cH:14]2)[cH:5][cH:6]1. Starting materials: Cl (hydrochloric acid), [H][H] (hydrogen), [H][H] (hydrogen), C(C1=CC=CC=C1)N1C[C@H](C(C1)(C)C)O ((3S)-1-benzyl-4,4-dimethyl-3-pyrrolidinol), Cl (hydrochloric acid). The reagents and catalysts are [Pd] (palladium on carbon), [Pd] (palladium on carbon). Solvent: C(C)O (ethanol). The product is Cl.CC1([C@@H](CNC1)O)C ((3S)-4,4-dimethyl-3-pyrrolidinol hydrochloride). Yield: 99.0%. RXN SMILES: C([N:8]1[CH2:12][C:11]([CH3:14])([CH3:13])[C@H:10]([OH:15])[CH2:9]1)C1C=CC=CC=1.[H][H].[ClH:18]>C(O)C.[Pd]>[ClH:18].[CH3:13][C:11]1([CH3:14])[CH2:12][NH:8][CH2:9][C@H:10]1[OH:15] |f:5.6|. Procedure: To a solution of 6.34 g (41.7 mmol) of (3S)-1-benzyl-4,4-dimethyl-3-pyrrolidinol in 250 mL of ethanol and 50 mL of 1N hydrochloric acid was added 300 mg of 10% palladium on carbon. The reaction mixture was stirred under 40 psi of hydrogen gas for 18 h. To the reaction mixture was added 300 mg of 10% palladium on carbon and 2 mL of concentrated hydrochloric acid. The reaction mixture was stirred under 40 psi of hydrogen gas for 72 h. The catalyst was filtered off over celite, and the filtrate was... Reactants: O=C([O-])[O-], CC1(C)OB(c2cn[nH]c2)OC1(C)C, CC#N, CCOC(C)=O, ClCCN1CCOCC1, Cl, [Cs+], [Cs+]. Product: CC1(C)OB(c2cnn(CCN3CCOCC3)c2)OC1(C)C. RXN SMILES: [C:25](=[O:26])([O-:27])[O-:28].[CH3:1][C:2]1([CH3:14])[O:3][B:4]([c:9]2[cH:10][n:11][nH:12][cH:13]2)[O:5][C:6]1([CH3:7])[CH3:8].[CH3:31][C:32]#[N:33].[CH3:34][CH2:35][O:36][C:37](=[O:38])[CH3:39].[Cl:16][CH2:17][CH2:18][N:19]1[CH2:20][CH2:21][O:22][CH2:23][CH2:24]1.[ClH:15].[Cs+:29].[Cs+:30]>>[CH3:1][C:2]1([CH3:14])[O:3][B:4]([c:9]2[cH:10][n:11]([CH2:17][CH2:18][N:19]3[CH2:20][CH2:21][O:22][CH2:23][CH2:24]3)[n:12][cH:13]2)[O:5][C:6]1([CH3:7])[CH3:8]. The reactants are O=C(OCc1ccccc1)C(Br)CCc1ccccc1, CC(C)(C)OC(=O)CN1C(=O)C(N)CSCC1c1cccs1. Yields the product CC(C)(C)OC(=O)CN1C(=O)C(NC(CCc2ccccc2)C(=O)OCc2ccccc2)CSCC1c1cccs1. Reaction SMILES: [Br:23][CH:24]([C:25](=[O:26])[O:27][CH2:28][c:29]1[cH:30][cH:31][cH:32][cH:33][cH:34]1)[CH2:35][CH2:36][c:37]1[cH:38][cH:39][cH:40][cH:41][cH:42]1.[NH2:1][CH:2]1[C:3](=[O:22])[N:4]([CH2:14][C:15](=[O:16])[O:17][C:18]([CH3:19])([CH3:20])[CH3:21])[CH:5]([c:9]2[s:10][cH:11][cH:12][cH:13]2)[CH2:6][S:7][CH2:8]1>>[NH:1]([CH:2]1[C:3](=[O:22])[N:4]([CH2:14][C:15](=[O:16])[O:17][C:18]([CH3:19])([CH3:20])[CH3:21])[CH:5]([c:9]2[s:10][cH:11][cH:12][cH:13]2)[CH2:6][S:7][CH2:8]1)[CH:24]([C:25](=[O:26])[O:27][CH2:28][c:29]1[cH:30][cH:31][cH:32][cH:33][cH:34]1)[CH2:35][CH2:36][c:37]1[cH:38][cH:39][cH:40][cH:41][cH:42]1. Reactants: CN1NN(N=C1)C=1C=C(C=CC1)[N+](=O)[O-] (3-(1-methyltetrazol-3-yl)nitrobenzene), [H][H] (hydrogen). The reagents and catalysts are [Pt]=O (platinum oxide). Run in C(C)O (ethanol). Product: CN1NN(N=C1)C=1C=C(N)C=CC1 (3-(1-Methyltetrazol-3-yl)aniline). The yield is 91.9%. As a reaction SMILES: [CH3:1][N:2]1[CH:6]=[N:5][N:4]([C:7]2[CH:8]=[C:9]([N+:13]([O-])=O)[CH:10]=[CH:11][CH:12]=2)[NH:3]1.[H][H]>[Pt]=O.C(O)C>[CH3:1][N:2]1[CH:6]=[N:5][N:4]([C:7]2[CH:8]=[C:9]([CH:10]=[CH:11][CH:12]=2)[NH2:13])[NH:3]1. Procedure details: The nitro group is reduced as follows: To a 250 ml Parr bottle are added 800 mg (3.9 mmol) of 3-(1-methyltetrazol-3-yl)nitrobenzene, 200 mg platinum oxide, and 75 ml ethanol. The reaction is pressurized with 45 p.s.i. hydrogen for 1 hour, then catalyst removed by filtration, and the solvent evaporated to afford 635 mg (93.0%) of a white solid, mp 93°-95° C. Starting materials: C(C1=CC=CC=C1)N1CCC(CC1)=O (1-benzyl-4-piperidone), C(CC(=O)C)(=O)N (acetoacetamide), C(=O)(O)[O-].[Na+] (NaHCO3), C(=O)(O)[O-].[Na+] (NaHCO3). Run in C(Cl)Cl (DCM), O (H2O), CS(=O)(=O)O.O=P12OP3(=O)OP(=O)(O1)OP(=O)(O2)O3 (Eaton's reagent), O (water). Run at temperature 110 celsius. The product is C(C1=CC=CC=C1)N1CC=2C(=CC(=NC2CC1)O)C (6-benzyl-4-methyl-5,6,7,8-tetrahydro-1,6-naphthyridin-2-ol). RXN SMILES: [CH2:1]([N:8]1[CH2:13][CH2:12][C:11](=O)[CH2:10][CH2:9]1)[C:2]1[CH:7]=[CH:6][CH:5]=[CH:4][CH:3]=1.[C:15]([NH2:21])(=[O:20])[CH2:16][C:17]([CH3:19])=O.C([O-])(O)=O.[Na+]>CS(O)(=O)=O.O=P12OP3(OP(OP(O3)(O1)=O)(=O)O2)=O.O.C(Cl)Cl>[CH2:1]([N:8]1[CH2:13][CH2:12][C:11]2[N:21]=[C:15]([OH:20])[CH:16]=[C:17]([CH3:19])[C:10]=2[CH2:9]1)[C:2]1[CH:7]=[CH:6][CH:5]=[CH:4][CH:3]=1 |f:2.3,4.5|. Procedure: A mixture of 1-benzyl-4-piperidone (19.6 mL, 106 mmol), acetoacetamide (11.7 g, 116 mmol) in Eaton's reagent (40 mL) was allowed to stir at 110° C. After stirring for 18 h, the reaction mixture was cooled to rt, and then slowly poured into stirred aq NaHCO3 (150 g of NaHCO3 in 1000 mL of water. The mixture was diluted with DCM (1000 mL) and H2O (50 mL), and the two phases were separated. The products were extracted once with DCM (500 mL) from the aqueous layer. The combined organic layer was was... The reactants are ( 3 ), C(C=C)O[C@@H]1[C@@H](C2=CC(=CC=C2C1)OC)NC(C(F)(F)F)=O (N-((1R,2S)-2-(allyloxy)-6-methoxy-2,3-dihydro-1H-inden-1-yl)-2,2,2-trifluoroacetamide), C([O-])([O-])=O.[K+].[K+] (potassium carbonate). The solvent is CO (methanol). Run at temperature 73 celsius. Yields the product C(C=C)O[C@@H]1[C@@H](C2=CC(=CC=C2C1)OC)N ((1R,2S)-2-(allyloxy)-6-methoxy-2,3-dihydro-1H-inden-1-amine). As a reaction SMILES: [CH2:1]([O:4][C@H:5]1[CH2:13][C:12]2[C:7](=[CH:8][C:9]([O:14][CH3:15])=[CH:10][CH:11]=2)[C@H:6]1[NH:16]C(=O)C(F)(F)F)[CH:2]=[CH2:3].C(=O)([O-])[O-].[K+].[K+]>CO>[CH2:1]([O:4][C@H:5]1[CH2:13][C:12]2[C:7](=[CH:8][C:9]([O:14][CH3:15])=[CH:10][CH:11]=2)[C@H:6]1[NH2:16])[CH:2]=[CH2:3] |f:1.2.3|. Procedure details: Step AE (3): N-((1R,2S)-2-(allyloxy)-6-methoxy-2,3-dihydro-1H-inden-1-yl)-2,2,2-trifluoroacetamide (650 mg) in methanol (15 mL) was added saturated potassium carbonate (570 mg), and the resulting solution was heated at 73° C. for 12 h. The reaction mixture was filtered through a pad of Celite to give, and the filtrate was evaporated in vacuo to give (1R,2S)-2-(allyloxy)-6-methoxy-2,3-dihydro-1H-inden-1-amine as a solid. HPLC Retention time: 1.34 min (method B). MS (ESI) (M+H)+ 220.27.